From a dataset of the Open Reaction Database (ORD), a public repository of structured organic reaction records. describe an organic reaction: reactants, conditions, products, and yield Solvent: C1CCOC1 (THF), C1CCOC1 (THF), [NH4+].[Cl-] (NH4Cl), C(C)(=O)OCC (ethyl acetate). Reactants: BrCC(=O)OC(C)(C)C (tert-butyl bromoacetate), C(CCCCCCC)NS(=O)(=O)C1=CC=C(C=C1)C (N--Octyl-toluene-4-sulfonamide), solution, [Li+].C[Si](C)(C)[N-][Si](C)(C)C (LHMDS). Isolated yield 52.3%. Reaction conditions: temperature -78 celsius, time 30 minute. Yields the product C(C)(C)(C)OC(CN(S(=O)(=O)C1=CC=C(C=C1)C)CCCCCCCC)=O ([Octyl-(toluene-4-sulfonyl)amino]-acetic acid tert-butyl ester). Procedure details: N--Octyl-toluene-4-sulfonamide (7.0 g, 0.025 mol) was dissolved in dry THF (200 ml) and cooled to -78° C. A 1M solution of LHMDS in THF (27.2 ml, 0.028 mol) was then added over 10 minutes. The reaction mixture was allowed to warm to -400° C. with stirring over 30 minutes. Neat tert-butyl bromoacetate (4.8 ml, 0.03 mol) was added over 5 minutes and the reaction mixture was allowed to warm to ambient temperature overnight. The reaction mixture was diluted with saturated aqueous NH4Cl (200 ml) and ... As a reaction SMILES: [CH2:1]([NH:9][S:10]([C:13]1[CH:18]=[CH:17][C:16]([CH3:19])=[CH:15][CH:14]=1)(=[O:12])=[O:11])[CH2:2][CH2:3][CH2:4][CH2:5][CH2:6][CH2:7][CH3:8].[Li+].C[Si]([N-][Si](C)(C)C)(C)C.Br[CH2:31][C:32]([O:34][C:35]([CH3:38])([CH3:37])[CH3:36])=[O:33]>C1COCC1.[NH4+].[Cl-].C(OCC)(=O)C>[C:35]([O:34][C:32](=[O:33])[CH2:31][N:9]([CH2:1][CH2:2][CH2:3][CH2:4][CH2:5][CH2:6][CH2:7][CH3:8])[S:10]([C:13]1[CH:18]=[CH:17][C:16]([CH3:19])=[CH:15][CH:14]=1)(=[O:11])=[O:12])([CH3:38])([CH3:37])[CH3:36] |f:1.2,5.6|. Starting materials: ClC1=NC2=CC=C(C3=C2N1C(CO3)C3=NC=CC=C3)C=3C(=NOC3C)C (2-chloro-7-(3,5-dimethylisoxazol-4-yl)-4-pyridin-2-yl-4,5-dihydroimidazo[1,5,4-de][1,4]benzoxazine), [Cl-].C[Zn+] (methylzinc chloride). Reagents/catalysts: C=1C=CC(=CC1)[P](C=2C=CC=CC2)(C=3C=CC=CC3)[Pd]([P](C=4C=CC=CC4)(C=5C=CC=CC5)C=6C=CC=CC6)([P](C=7C=CC=CC7)(C=8C=CC=CC8)C=9C=CC=CC9)[P](C=1C=CC=CC1)(C=1C=CC=CC1)C=1C=CC=CC1 (tetrakis(triphenylphosphine)palladium(0)). Run in C1CCOC1 (THF), C1CCOC1 (THF). Reaction conditions: temperature 150 celsius. The product is CC1=NOC(=C1C1=CC=C2C=3N(C(COC31)C3=NC=CC=C3)C(=N2)C)C (7-(3,5-Dimethylisoxazol-4-yl)-2-methyl-4-pyridin-2-yl-4,5-dihydroimidazo[1,5,4-de][1,4]benzoxazine). Yield: 49.0%. RXN SMILES: Cl[C:2]1[N:10]2[CH:11]([C:14]3[CH:19]=[CH:18][CH:17]=[CH:16][N:15]=3)[CH2:12][O:13][C:8]3=[C:9]2[C:4](=[CH:5][CH:6]=[C:7]3[C:20]2[C:21]([CH3:26])=[N:22][O:23][C:24]=2[CH3:25])[N:3]=1.[Cl-].[CH3:28][Zn+]>C1COCC1.C1C=CC([P]([Pd]([P](C2C=CC=CC=2)(C2C=CC=CC=2)C2C=CC=CC=2)([P](C2C=CC=CC=2)(C2C=CC=CC=2)C2C=CC=CC=2)[P](C2C=CC=CC=2)(C2C=CC=CC=2)C2C=CC=CC=2)(C2C=CC=CC=2)C2C=CC=CC=2)=CC=1>[CH3:26][C:21]1[C:20]([C:7]2[C:8]3[O:13][CH2:12][CH:11]([C:14]4[CH:19]=[CH:18][CH:17]=[CH:16][N:15]=4)[N:10]4[C:2]([CH3:28])=[N:3][C:4]([C:9]=34)=[CH:5][CH:6]=2)=[C:24]([CH3:25])[O:23][N:22]=1 |f:1.2,^1:38,40,59,78|. Procedure details: A mixture of 2-chloro-7-(3,5-dimethylisoxazol-4-yl)-4-pyridin-2-yl-4,5-dihydroimidazo[1,5,4-de][1,4]benzoxazine (45 mg, 0.12 mmol), 2.0 M methylzinc chloride in THF (310 μL), and tetrakis(triphenylphosphine)palladium(0) (7 mg, 0.006 mmol) in THF (2 mL) under nitrogen was heated in a microwave at 150° C. for 5 min. Purification by preparative LCMS using pH 10 buffer gave the title compound (21 mg, 49%). LCMS calc. for C20H19N4O2 (M+H)+: m/z=347.1. found: 347.2. 1H NMR (300 MHz, CD3OD) δ 8.58 (d, ... Reactants: S(=O)(Cl)Cl (Thionyl chloride), C(=O)(O)C1=CC=C(C=C1)S(=O)(=O)C[N+](=O)[O-] ((4-carboxyphenylsulphonyl)nitromethane), CO (methanol). Reaction conditions: time 16 hour. Product: COC(=O)C1=CC=C(C=C1)S(=O)(=O)C[N+](=O)[O-] ((4-methoxycarbonylphenylsulphonyl)nitromethane). RXN SMILES: S(Cl)(Cl)=O.[C:5]([C:8]1[CH:13]=[CH:12][C:11]([S:14]([CH2:17][N+:18]([O-:20])=[O:19])(=[O:16])=[O:15])=[CH:10][CH:9]=1)([OH:7])=[O:6].[CH3:21]O>>[CH3:21][O:6][C:5]([C:8]1[CH:9]=[CH:10][C:11]([S:14]([CH2:17][N+:18]([O-:20])=[O:19])(=[O:15])=[O:16])=[CH:12][CH:13]=1)=[O:7]. Reported procedure: Thionyl chloride (0.33 ml, 4.5 mmol) was added dropwise to a stirred solution of (4-carboxyphenylsulphonyl)nitromethane (1.0 g, 4 mmol) in methanol (12 ml) cooled in an ice-salt bath. The mixture was stirred for 16 hours at ambient temperature and the solvent evaporated. The residue was purified by MPLC eluting with dichloromethane, gradually increasing to methanol/dichloromethane (1:50 v/v), to give (4-methoxycarbonylphenylsulphonyl)nitromethane (0.45 g), m.p. 106°-108° C.; microanalysis, found...